From a dataset of the Open Reaction Database (ORD), a public repository of structured organic reaction records. describe an organic reaction: reactants, conditions, products, and yield Reported procedure: 63.6 ml of an N aqueous NaOH solution and 1.28 g of MgO are introduced, at 0° C., into 50 ml of dioxane containing 5 g of trans-4-(aminomethyl)cyclohexylcarboxylic acid, followed, slowly, by 6.94 g of di(t-butyl)carbonate in solution in 20 ml of dioxane. After 20 hours at room temperature, the mixture is filtered, the solvent is removed and the residue is taken up in 100 ml of H2O and the aqueous phase is washed with (C2H5)2O before acidifying it up to pH 2 by addition of KHSO)4 ; it is then ext... Solvent: O1CCOCC1 (dioxane), O1CCOCC1 (dioxane). Run at time 20 hour. Reactants: C(C)(C)(C)OC(OC(C)(C)C)=O (di(t-butyl)carbonate), [OH-].[Na+] (NaOH), MgO, NC[C@@H]1CC[C@H](CC1)C(=O)O (trans-4-(aminomethyl)cyclohexylcarboxylic acid). As a reaction SMILES: [OH-].[Na+].[NH2:3][CH2:4][C@H:5]1[CH2:10][CH2:9][C@H:8]([C:11]([OH:13])=[O:12])[CH2:7][CH2:6]1.[C:14]([O:18][C:19](=O)[O:20]C(C)(C)C)([CH3:17])([CH3:16])[CH3:15]>O1CCOCC1>[C:14]([O:18][C:19]([NH:3][CH2:4][C@H:5]1[CH2:6][CH2:7][C@H:8]([C:11]([OH:13])=[O:12])[CH2:9][CH2:10]1)=[O:20])([CH3:17])([CH3:16])[CH3:15] |f:0.1|. Yields the product C(C)(C)(C)OC(=O)NC[C@@H]1CC[C@H](CC1)C(=O)O (trans-N-(t-butoxycarbonyl)-4-(aminomethyl)cyclohexylcarboxylic acid). The product is CC(=O)CCN1CCC(=C2c3ccccc3CCc3ccccc32)CC1. As a reaction SMILES: [CH3:1][C:2](=[O:3])[CH:4]=[CH2:5].[CH3:49][CH2:50][OH:51].[cH:27]1[c:28]2[c:45]([cH:46][cH:47][cH:48]1)[C:37](=[C:38]1[CH2:39][CH2:40][N:41]([CH3:42])[CH2:43][CH2:44]1)[c:36]1[c:31]([cH:32][cH:33][cH:34][cH:35]1)[CH2:30][CH2:29]2.[cH:6]1[cH:7][cH:8][cH:9][c:10]2[c:16]1[CH2:15][CH2:14][c:13]1[c:12]([cH:20][cH:19][cH:18][cH:17]1)[C:11]2=[C:21]1[CH2:22][CH2:23][NH:24][CH2:25][CH2:26]1>>[CH3:1][C:2](=[O:3])[CH2:4][CH2:5][N:24]1[CH2:23][CH2:22][C:21](=[C:11]2[c:10]3[cH:9][cH:8][cH:7][cH:6][c:16]3[CH2:15][CH2:14][c:13]3[c:12]2[cH:20][cH:19][cH:18][cH:17]3)[CH2:26][CH2:25]1. Starting materials: C=CC(C)=O, CCO, CN1CCC(=C2c3ccccc3CCc3ccccc32)CC1, c1ccc2c(c1)CCc1ccccc1C2=C1CCNCC1. Starting materials: C1(\C=C/C(=O)O1)=O (maleic anhydride), [OH-].[Na+] (sodium hydroxide), C(C=C)(=O)O (acrylic acid), OO (hydrogen peroxide), [OH-].[Na+] (sodium hydroxide), [Na] (sodium), [OH-].[Na+] (sodium hydroxide). Yields the product C(\C=C/C(=O)[O-])(=O)[O-].[Na+].[Na+] (sodium maleate). RXN SMILES: [C:1]1(=[O:7])[O:6][C:4](=[O:5])[CH:3]=[CH:2]1.[OH-].[Na+:9].C(O)(=[O:13])C=C.OO.[Na]>>[C:1]([O-:6])(=[O:7])/[CH:2]=[CH:3]\[C:4]([O-:13])=[O:5].[Na+:9].[Na+:9] |f:1.2,6.7.8,^1:16|. Reported procedure: An aqueous sodium maleate solution was prepared by neutralizing maleic anhydride with an aqueous sodium hydroxide solution in a four-necked flask. The aqueous solution polymerization of this solution and an aqueous acrylic acid solution was effected in the presence of hydrogen peroxide and sodium hydroxide at 100° C. for 6 h. After neutralization with an aqueous sodium hydroxide solution, a dye-ability-improving agent comprising sodium salt of the copolymer was obtained. Reactants: FC(OC1=C(C=C(C=C1)C=1OC=C(N1)CNC(C1=C(C=CC=C1)OCC)=O)O)F (N-[2-(4-difluoromethoxy-3-hydroxyphenyl)oxazol-4-ylmethyl]-2-ethoxybenzamide), BrC(C)C (2-bromopropane). The product is FC(OC1=C(C=C(C=C1)C=1OC=C(N1)CNC(C1=C(C=CC=C1)OCC)=O)OC(C)C)F (N-[2-(4-difluoromethoxy-3-isopropoxyphenyl)oxazol-4-ylmethyl]-2-ethoxybenzamide). Reaction SMILES: [F:1][CH:2]([F:29])[O:3][C:4]1[CH:9]=[CH:8][C:7]([C:10]2[O:11][CH:12]=[C:13]([CH2:15][NH:16][C:17](=[O:27])[C:18]3[CH:23]=[CH:22][CH:21]=[CH:20][C:19]=3[O:24][CH2:25][CH3:26])[N:14]=2)=[CH:6][C:5]=1[OH:28].Br[CH:31]([CH3:33])[CH3:32]>>[F:29][CH:2]([F:1])[O:3][C:4]1[CH:9]=[CH:8][C:7]([C:10]2[O:11][CH:12]=[C:13]([CH2:15][NH:16][C:17](=[O:27])[C:18]3[CH:23]=[CH:22][CH:21]=[CH:20][C:19]=3[O:24][CH2:25][CH3:26])[N:14]=2)=[CH:6][C:5]=1[O:28][CH:31]([CH3:33])[CH3:32]. Reported procedure: Using the compound obtained in Example 347 and 2-bromopropane, white powdery N-[2-(4-difluoromethoxy-3-isopropoxyphenyl)oxazol-4-ylmethyl]-2-ethoxybenzamide was obtained following the procedure of Example 348. Starting materials: CCN1CCCCCCC1, CCOC(C)=O, Cc1ccc(-c2ccc3c(c2)C=C(C(=O)Nc2ccc(CCl)cc2)CC3)cc1, CN(C)C=O. Yields the product CC[N+]1(Cc2ccc(NC(=O)C3=Cc4cc(-c5ccc(C)cc5)ccc4CC3)cc2)CCCCCCC1, [Cl-]. Reaction SMILES: [CH2:29]([CH3:30])[N:31]1[CH2:32][CH2:33][CH2:34][CH2:35][CH2:36][CH2:37][CH2:38]1.[CH3:39][CH2:40][O:41][C:42](=[O:43])[CH3:44].[Cl:1][CH2:2][c:3]1[cH:4][cH:5][c:6]([NH:9][C:10](=[O:11])[C:12]2=[CH:13][c:14]3[cH:15][c:16](-[c:22]4[cH:23][cH:24][c:25]([CH3:28])[cH:26][cH:27]4)[cH:17][cH:18][c:19]3[CH2:20][CH2:21]2)[cH:7][cH:8]1.[O:45]=[CH:46][N:47]([CH3:48])[CH3:49]>>[CH2:2]([c:3]1[cH:4][cH:5][c:6]([NH:9][C:10](=[O:11])[C:12]2=[CH:13][c:14]3[cH:15][c:16](-[c:22]4[cH:23][cH:24][c:25]([CH3:28])[cH:26][cH:27]4)[cH:17][cH:18][c:19]3[CH2:20][CH2:21]2)[cH:7][cH:8]1)[N+:31]1([CH2:29][CH3:30])[CH2:32][CH2:33][CH2:34][CH2:35][CH2:36][CH2:37][CH2:38]1.[Cl-:1].